Dataset: the Open Reaction Database (ORD), a public repository of structured organic reaction records. Task: describe an organic reaction: reactants, conditions, products, and yield Reactants: ClC1=CC2=C(SC3=C(C(C2)N2CCNCC2)C=CC=C3)C=C1 (1-(2-chloro-10,11-dihydro-dibenzo[b,f]thiepin--10-yl)-piperazine), C([O-])([O-])=O.[K+].[K+] (potassium carbonate), [I-].[K+] (potassium iodide), ClCCN1C(OCC1)=O (N-(β-chloroethyl)--oxazolidinone). The solvent is O (water), C1(=CC=CC=C1)C (toluene). The product is ClC1=CC2=C(SC3=C(C(C2)N2CCN(CC2)CCN2C(OCC2)=O)C=CC=C3)C=C1 (3-[2-[4-(2-chloro-10,11-dihydro-dibenzo[b,f]thiepin-10-yl)-1-piperazinyl]-ethyl]-2-oxazolidinone). RXN SMILES: [Cl:1][C:2]1[CH:22]=[CH:21][C:5]2[S:6][C:7]3[CH:20]=[CH:19][CH:18]=[CH:17][C:8]=3[CH:9]([N:11]3[CH2:16][CH2:15][NH:14][CH2:13][CH2:12]3)[CH2:10][C:4]=2[CH:3]=1.C(=O)([O-])[O-].[K+].[K+].[I-].[K+].Cl[CH2:32][CH2:33][N:34]1[CH2:38][CH2:37][O:36][C:35]1=[O:39]>O.C1(C)C=CC=CC=1>[Cl:1][C:2]1[CH:22]=[CH:21][C:5]2[S:6][C:7]3[CH:20]=[CH:19][CH:18]=[CH:17][C:8]=3[CH:9]([N:11]3[CH2:12][CH2:13][N:14]([CH2:32][CH2:33][N:34]4[CH2:38][CH2:37][O:36][C:35]4=[O:39])[CH2:15][CH2:16]3)[CH2:10][C:4]=2[CH:3]=1 |f:1.2.3,4.5|. Procedure details: 7.8 g of 1-(2-chloro-10,11-dihydro-dibenzo[b,f]thiepin--10-yl)-piperazine are treated, together with 11.6 g of powdered potassium carbonate, 0.2 g of potassium iodide and 100 ml of toluene, with 8.22 g of N-(β-chloroethyl)--oxazolidinone and the mixture is heated under reflux for 22 hours. Then the mixture poured on to water and the organic phase washed with saturated soda solution and water, dried over sodium sulphate and concentrated under reduced pressure. There is obtained crude liquid 3-[2-... The reactants are CC[O-].[Na+] (NaOEt), C(CCC)N1C(N(C(C=2NC(=NC12)Cl)=O)CCCC(=O)OCC)=O (Ethyl 4-(3-butyl-8-chloro-2,6-dioxo-2,3,6,7-tetrahydro-1H-purin-1-yl)butanoate), C(C)OC=1C=C(C=CC1O)C/C(/NO)=N/[H] ((1Z)-2-[3-(ethyloxy)-4-hydroxyphenyl]-N-hydroxyethanimidamide), [O-]CC.[Na+] (sodium ethoxide). The solvent is CCO (EtOH). Conditions: temperature 140 celsius. Yields the product C(CCC)N1C(N(C(C=2NC(=NC12)Cl)=O)CCCC1=NC(=NO1)CC1=CC(=C(C=C1)O)OCC)=O (3-Butyl-8-chloro-1-[3-(3-{[3-(ethyloxy)-4-hydroxyphenyl]methyl}-1,2,4-oxadiazol-5-yl)propyl]-3,7-dihydro-1H-purine-2,6-dione). The yield is 39.2%. RXN SMILES: [CH2:1]([N:5]1[C:13]2[N:12]=[C:11]([Cl:14])[NH:10][C:9]=2[C:8](=[O:15])[N:7]([CH2:16][CH2:17][CH2:18][C:19]([O:21]CC)=O)[C:6]1=[O:24])[CH2:2][CH2:3][CH3:4].[CH2:25]([O:27][C:28]1[CH:29]=[C:30]([CH2:35]/[C:36](=[N:39]/[H])/[NH:37]O)[CH:31]=[CH:32][C:33]=1[OH:34])[CH3:26].[O-]CC.[Na+]>CCO>[CH2:1]([N:5]1[C:13]2[N:12]=[C:11]([Cl:14])[NH:10][C:9]=2[C:8](=[O:15])[N:7]([CH2:16][CH2:17][CH2:18][C:19]2[O:21][N:39]=[C:36]([CH2:35][C:30]3[CH:31]=[CH:32][C:33]([OH:34])=[C:28]([O:27][CH2:25][CH3:26])[CH:29]=3)[N:37]=2)[C:6]1=[O:24])[CH2:2][CH2:3][CH3:4] |f:2.3|. Procedure: Ethyl 4-(3-butyl-8-chloro-2,6-dioxo-2,3,6,7-tetrahydro-1H-purin-1-yl)butanoate (53 mg, 0.15 mmol) and (1Z)-2-[3-(ethyloxy)-4-hydroxyphenyl]-N-hydroxyethanimidamide (35 mg, 0.165 mmol; entry 11, Table 7) were mixed in EtOH (0.75 ml). Ethanolic sodium ethoxide (21% by wt., 0.083 ml, 0.22 mmol) was added and the mixture was heated in the microwave at 140° C. for 10 min. A further 0.055 ml (0.15 mmol) of NaOEt solution was then added and the mixture heated for a further 10 min period at 140° C. The ... Starting materials: C(C)N(CC)C=1C=CC2=C(OC(=C2)C=O)C1 (6-(N,N-Diethylamino)-2-formylbenzo[b]furan), C(#N)C1C(OC=C1C1=CC=CC=C1)=O (3-cyano-4-phenyl-2-furanone), [NH4+].[Cl-] (NH4Cl). The solvent is N1=CC=CC=C1 (pyridine). Conditions: temperature 80 celsius. Product: C(#N)C=1C(OC(C1C1=CC=CC=C1)=CC1=CC2=C(O1)C=C(C=C2)N(CC)CC)=O (3-Cyano-5-[6-(N,N-diethylamino)benzo[b]furanylmethylene]-4-phenyl-2-furanone). RXN SMILES: [CH2:1]([N:3]([C:6]1[CH:7]=[CH:8][C:9]2[CH:13]=[C:12]([CH:14]=O)[O:11][C:10]=2[CH:16]=1)[CH2:4][CH3:5])[CH3:2].[C:17]([CH:19]1[C:23]([C:24]2[CH:29]=[CH:28][CH:27]=[CH:26][CH:25]=2)=[CH:22][O:21][C:20]1=[O:30])#[N:18].[NH4+].[Cl-]>N1C=CC=CC=1>[C:17]([C:19]1[C:20](=[O:30])[O:21][C:22](=[CH:14][C:12]2[O:11][C:10]3[CH:16]=[C:6]([N:3]([CH2:1][CH3:2])[CH2:4][CH3:5])[CH:7]=[CH:8][C:9]=3[CH:13]=2)[C:23]=1[C:24]1[CH:29]=[CH:28][CH:27]=[CH:26][CH:25]=1)#[N:18] |f:2.3|. Procedure details: To 5 mL of pyridine in a 15 mL round-bottom flask was added 217 mg (1 mmol) of the compound of Example 2 and 172 mg (1 mmol) of 3-cyano-4-phenyl-2-furanone. The solution was heated at 80° C. for one hour, colled and poured into 20 mL dilute NH4Cl. The resulting mixture was extracted 2X with 20 mL 3:2 hexanes Et2O and the combined organic extracts were washed once with 10 mL of water, The organic phase was dried (MgSO4) and the solvent removed by rotary evaporation. The resulting solid was purifi... Reactants: [Li+].[OH-] (LiOH), NC1=C(C=C(C=C1C(F)(F)F)C[C@H](C(=O)N1CCC(CC1)N1CCC(CC1)(C(=O)OCC)C)OC(=O)N1CCC(CC1)N1C(NC2=C(CC1)C=CC=C2)=O)Cl (ethyl 1′-{(R)-3-(4-amino-3-chloro-5-trifluoromethyl-phenyl)-2-[4-(2-oxo-1,2,4,5-tetrahydro-1,3-benzodiazepin-3-yl)-piperidine-1-carbonyloxy]-propionyl}-4-methyl-1,4′-bipiperidinyl-4-carboxylate). Solvent: O (water), C1CCOC1 (THF). Reaction conditions: temperature 50 celsius, time 8 hour. The product is NC1=C(C=C(C=C1C(F)(F)F)C[C@H](C(=O)N1CCC(CC1)N1CCC(CC1)(C(=O)O)C)OC(=O)N1CCC(CC1)N1C(NC2=C(CC1)C=CC=C2)=O)Cl (1′-{(R)-3-(4-amino-3-chloro-5-trifluoromethyl-phenyl)-2-[4-(2-oxo-1,2,4,5-tetrahydro-1,3-benzodiazepin-3-yl)-piperidine-1-carbonyloxy]-propionyl}-4-methyl-1,4′-bipiperidinyl-4-carboxylic acid). RXN SMILES: [Li+].[OH-].[NH2:3][C:4]1[C:9]([C:10]([F:13])([F:12])[F:11])=[CH:8][C:7]([CH2:14][C@@H:15]([O:36][C:37]([N:39]2[CH2:44][CH2:43][CH:42]([N:45]3[CH2:51][CH2:50][C:49]4[CH:52]=[CH:53][CH:54]=[CH:55][C:48]=4[NH:47][C:46]3=[O:56])[CH2:41][CH2:40]2)=[O:38])[C:16]([N:18]2[CH2:23][CH2:22][CH:21]([N:24]3[CH2:29][CH2:28][C:27]([CH3:35])([C:30]([O:32]CC)=[O:31])[CH2:26][CH2:25]3)[CH2:20][CH2:19]2)=[O:17])=[CH:6][C:5]=1[Cl:57]>O.C1COCC1>[NH2:3][C:4]1[C:9]([C:10]([F:12])([F:11])[F:13])=[CH:8][C:7]([CH2:14][C@@H:15]([O:36][C:37]([N:39]2[CH2:40][CH2:41][CH:42]([N:45]3[CH2:51][CH2:50][C:49]4[CH:52]=[CH:53][CH:54]=[CH:55][C:48]=4[NH:47][C:46]3=[O:56])[CH2:43][CH2:44]2)=[O:38])[C:16]([N:18]2[CH2:19][CH2:20][CH:21]([N:24]3[CH2:29][CH2:28][C:27]([CH3:35])([C:30]([OH:32])=[O:31])[CH2:26][CH2:25]3)[CH2:22][CH2:23]2)=[O:17])=[CH:6][C:5]=1[Cl:57] |f:0.1|. Reported procedure: A solution of 2.00 mg (0.08 mmol) LiOH in 1 mL water was added to 40 mg (0.05 mmol) ethyl 1′-{(R)-3-(4-amino-3-chloro-5-trifluoromethyl-phenyl)-2-[4-(2-oxo-1,2,4,5-tetrahydro-1,3-benzodiazepin-3-yl)-piperidine-1-carbonyloxy]-propionyl}-4-methyl-1,4′-bipiperidinyl-4-carboxylate in 0.8 mL THF and the reaction mixture was stirred for 1 h at RT and for 8 h at 50° C. This was purified by HPLC without working up; the fractions containing the product were combined and lyophilised. The reactants are N1(CCCC1)[C@@H]1[C@@H](CCC1)N (cis-2-pyrrolidin-1-yl-cyclopentylamine), N1(CCCC1)[C@@H]1[C@@H](CCC1)N (cis-2-pyrrolidin-1-yl-cyclopentylamine), C(C)C1=C(C(=O)O)C(=CC=C1)CC (2,6-diethylbenzoic acid). Product: C(C)C1=C(C(=O)N[C@H]2[C@H](CCC2)N2CCCC2)C(=CC=C1)CC (cis-2,6-Diethyl-N-(2-pyrrolidin-1-yl-cyclopentyl)-benzamide). As a reaction SMILES: [N:1]1([C@H:6]2[CH2:10][CH2:9][CH2:8][C@H:7]2[NH2:11])[CH2:5][CH2:4][CH2:3][CH2:2]1.[CH2:12]([C:14]1[CH:22]=[CH:21][CH:20]=[C:19]([CH2:23][CH3:24])[C:15]=1[C:16](O)=[O:17])[CH3:13]>>[CH2:12]([C:14]1[CH:22]=[CH:21][CH:20]=[C:19]([CH2:23][CH3:24])[C:15]=1[C:16]([NH:11][C@@H:7]1[CH2:8][CH2:9][CH2:10][C@@H:6]1[N:1]1[CH2:2][CH2:3][CH2:4][CH2:5]1)=[O:17])[CH3:13]. Procedure details: The title compound, white solid, MS: m/e=315.2 [(M+H)+], was prepared in accordance with the general method of example 5 from cis-2-pyrrolidin-1-yl-cyclopentylamine (intermediate Q) and 2,6-diethylbenzoic acid. The product is NC1=C(C=NN1C1=NC=CC=C1)C(=O)OCC (5-amino-1-(2-pyridinyl)-1H-pyrazole-4-carboxylic acid, ethyl ester). Procedure details: A solution of 21.83 g of 2-hydrazinopyridine and 38.2 g of ethyl(ethoxymethylene)cyanoacetate dissolved in 150 ml of acetic acid and 50 ml of water was heated on a steam bath for approximately 16 hours. The reaction mixture was allowed to cool to room temperature and placed in a refrigerator whereupon crystals slowly formed. The precipitated solid was collected by filtration and washed with cold 50% aqueous ethanol to provide 23.62 g of 5-amino-1-(2-pyridinyl)-1H-pyrazole-4-carboxylic acid, ethy... As a reaction SMILES: [NH:1]([C:3]1[CH:8]=[CH:7][CH:6]=[CH:5][N:4]=1)[NH2:2].[CH2:9]([O:11][C:12](=[O:20])[C:13](=[CH:16]OCC)[C:14]#[N:15])[CH3:10].O>C(O)(=O)C>[NH2:15][C:14]1[N:1]([C:3]2[CH:8]=[CH:7][CH:6]=[CH:5][N:4]=2)[N:2]=[CH:16][C:13]=1[C:12]([O:11][CH2:9][CH3:10])=[O:20]. Run in C(C)(=O)O (acetic acid). Reactants: N(N)C1=NC=CC=C1 (2-hydrazinopyridine), C(C)OC(C(C#N)=COCC)=O (ethyl(ethoxymethylene)cyanoacetate), O (water). The yield is 50.8%. Reactants: CC(=O)O[BH-](OC(C)=O)OC(C)=O, CC(=O)OC(C)C, O=C1CCN(C(=O)OCc2ccccc2)CC1, Nc1cccnc1Cl, O=C(O)C(F)(F)F, [Na+], [Na+], [OH-]. The product is O=C(OCc1ccccc1)N1CCC(Nc2cccnc2Cl)CC1. As a reaction SMILES: [C:33]([O:34][BH-:35]([O:36][C:37](=[O:38])[CH3:39])[O:40][C:41](=[O:42])[CH3:43])(=[O:44])[CH3:45].[C:49]([O:50][CH:51]([CH3:52])[CH3:53])(=[O:54])[CH3:55].[CH2:8]([c:9]1[cH:10][cH:11][cH:12][cH:13][cH:14]1)[O:15][C:16](=[O:17])[N:18]1[CH2:19][CH2:20][C:21](=[O:24])[CH2:22][CH2:23]1.[Cl:25][c:26]1[n:27][cH:28][cH:29][cH:30][c:31]1[NH2:32].[F:1][C:2]([F:3])([F:4])[C:5]([OH:6])=[O:7].[Na+:46].[Na+:48].[OH-:47]>>[CH2:8]([c:9]1[cH:10][cH:11][cH:12][cH:13][cH:14]1)[O:15][C:16](=[O:17])[N:18]1[CH2:19][CH2:20][CH:21]([NH:32][c:31]2[c:26]([Cl:25])[n:27][cH:28][cH:29][cH:30]2)[CH2:22][CH2:23]1. Reactants: BrB(Br)Br, CCc1ccc(C(=O)O)cc1OCCCOC, ClCCl. Product: CCc1ccc(C(=O)O)cc1O. Reaction SMILES: [B:18]([Br:19])([Br:20])[Br:21].[CH2:1]([CH3:2])[c:3]1[c:4]([O:12][CH2:13][CH2:14][CH2:15][O:16][CH3:17])[cH:5][c:6]([C:7](=[O:8])[OH:9])[cH:10][cH:11]1.[Cl:22][CH2:23][Cl:24]>>[CH2:1]([CH3:2])[c:3]1[c:4]([OH:12])[cH:5][c:6]([C:7](=[O:8])[OH:9])[cH:10][cH:11]1.